From a dataset of the Open Reaction Database (ORD), a public repository of structured organic reaction records. describe an organic reaction: reactants, conditions, products, and yield Reactants: N1C=NC(=C1)C(=O)OC (methyl 1H-imidazole-4-carboxylate), IC1=C(C#N)C=CC=C1 (2-iodobenzonitrile), N1[C@H](C(=O)O)CCC1 (L-proline), C([O-])([O-])=O.[K+].[K+] (potassium carbonate). Reagents/catalysts: [Cu]I (copper(I) iodide). Solvent: CCOC(=O)C (EtOAc), CS(=O)C (DMSO). Conditions: temperature 90 celsius. Product: C(#N)C1=C(C=CC=C1)N1C=NC(=C1)C(=O)OC (methyl 1-(2-cyanophenyl)-1H-imidazole-4-carboxylate). RXN SMILES: [NH:1]1[CH:5]=[C:4]([C:6]([O:8][CH3:9])=[O:7])[N:3]=[CH:2]1.I[C:11]1[CH:18]=[CH:17][CH:16]=[CH:15][C:12]=1[C:13]#[N:14].N1CCC[C@H]1C(O)=O.C(=O)([O-])[O-].[K+].[K+]>CS(C)=O.CCOC(C)=O.[Cu]I>[C:13]([C:12]1[CH:15]=[CH:16][CH:17]=[CH:18][C:11]=1[N:1]1[CH:5]=[C:4]([C:6]([O:8][CH3:9])=[O:7])[N:3]=[CH:2]1)#[N:14] |f:3.4.5|. Reported procedure: A mixture of methyl 1H-imidazole-4-carboxylate (400 mg, 0.003 mol), 2-iodobenzonitrile (800 mg, 0.0035 mol), L-proline (0.073 g, 0.00063 mol), potassium carbonate (0.88 g, 0.0063 mol) and copper(I) iodide (0.060 g, 0.00032 mol) in DMSO (8 mL) was allowed to stir and heated at 90° C. in a sealed tube overnight. The mixture was diluted with EtOAc, washed with water and brine, dried over Na2SO4, filtered and concentrated. The residue was purified by column chromatography to afford methyl 1-(2-cyano... Starting materials: COC(=O)CN(C)C(=S)c1ccc2cc(Br)ccc2c1, CO, ClC(Cl)Cl, Cl, [Na+], [OH-]. Yields the product CN(CC(=O)O)C(=S)c1ccc2cc(Br)ccc2c1. Reaction SMILES: [CH3:1][O:2][C:3]([CH2:4][N:5]([CH3:6])[C:7](=[S:8])[c:9]1[cH:10][c:11]2[cH:12][cH:13][c:14]([Br:19])[cH:15][c:16]2[cH:17][cH:18]1)=[O:20].[CH3:28][OH:29].[CH:23]([Cl:24])([Cl:25])[Cl:26].[ClH:27].[Na+:22].[OH-:21]>>[O:2]=[C:3]([CH2:4][N:5]([CH3:6])[C:7](=[S:8])[c:9]1[cH:10][c:11]2[cH:12][cH:13][c:14]([Br:19])[cH:15][c:16]2[cH:17][cH:18]1)[OH:20]. Reaction SMILES: [CH2:42]([O:43][C:44](=[O:45])[CH3:46])[CH3:47].[CH:33]([N:36]([CH2:34][CH3:35])[CH:37]([CH3:38])[CH3:39])([CH3:40])[CH3:41].[Cl:1][c:2]1[c:3](-[c:9]2[n:10][o:11][c:12](-[c:17]3[cH:18][n:19][n:20](-[c:26]4[cH:27][c:28]([Cl:32])[cH:29][cH:30][cH:31]4)[c:21]3[C:22]([F:23])([F:24])[F:25])[c:13]2[C:14](=[O:15])[OH:16])[c:4]([F:8])[cH:5][cH:6][cH:7]1>>[Cl:1][c:2]1[c:3](-[c:9]2[n:10][o:11][c:12](-[c:17]3[cH:18][n:19][n:20](-[c:26]4[cH:27][c:28]([Cl:32])[cH:29][cH:30][cH:31]4)[c:21]3[C:22]([F:23])([F:24])[F:25])[c:13]2[C:14](=[O:15])[NH2:36])[c:4]([F:8])[cH:5][cH:6][cH:7]1. Yields the product NC(=O)c1c(-c2c(F)cccc2Cl)noc1-c1cnn(-c2cccc(Cl)c2)c1C(F)(F)F. Reactants: CCOC(C)=O, CCN(C(C)C)C(C)C, O=C(O)c1c(-c2c(F)cccc2Cl)noc1-c1cnn(-c2cccc(Cl)c2)c1C(F)(F)F. Reactants: CC(C)(C)c1ccc(CBr)cc1, CCO, N#C[Na], O, O. Product: CC(C)(C)c1ccc(CC#N)cc1. RXN SMILES: [C:4]([CH3:5])([CH3:6])([CH3:7])[c:8]1[cH:9][cH:10][c:11]([CH2:12][Br:13])[cH:14][cH:15]1.[CH3:16][CH2:17][OH:18].[Na:1][C:2]#[N:3].[OH2:19].[OH2:20]>>[C:2](#[N:3])[CH2:12][c:11]1[cH:10][cH:9][c:8]([C:4]([CH3:5])([CH3:6])[CH3:7])[cH:15][cH:14]1. The reactants are CO (methanol), C(CCC)[Li] (butyllithium), hexanes, triethyl phosphonoacetate, O1CCCC1 (tetrahydrofuran), FC1=CC=C(C=C1)C(CC)=O (4'-fluoropropiophenone). Conditions: time 0.25 hour. Yields the product FC1=CC=C(C=C1)C(=CC(=O)OCC)CC (ethyl 3-(4-fluorophenyl)pentenoate). The yield is 63.0%. Reaction SMILES: C([Li])C[CH2:3][CH3:4].C[OH:7].[F:8][C:9]1[CH:14]=[CH:13][C:12]([C:15](=O)[CH2:16][CH3:17])=[CH:11][CH:10]=1.[O:19]1CC[CH2:21][CH2:20]1>>[F:8][C:9]1[CH:14]=[CH:13][C:12]([C:15]([CH2:3][CH3:4])=[CH:16][C:17]([O:19][CH2:20][CH3:21])=[O:7])=[CH:11][CH:10]=1. Reported procedure: A solution of butyllithium, 1.6M in hexanes (230 ml,0.368 mol, Aldrich) was added dropwise over 0.5 hr, with rapid mechanical stirring, to a solution of triethyl phosphonoacetate (78.9 g, 0.351 mol, Aldrich) in tetrahydrofuran (800 ml, anhydrous, Aldrich) at <5° C. while blanketed with a nitrogen atmosphere. This solution was stirred for an additional 0.25 hr and cooled to -5° C. with a methanol:ice bath and a solution of 4'-fluoropropiophenone (50 g,0.328 mol, Aldrich) in tetrahydrofiran (50 ml... Reactants: O (water), ClC1=CC=C(OC2CCN(CC2)C(=O)C2=NC=CC(=C2)CNC(OC(C)(C)C)=O)C=C1 (tert-Butyl ((2-(4-(4-chlorophenoxy)piperidine-1-carbonyl)pyridin-4-yl)methyl)carbamate), C(C)(C)N(C(C)C)CC (N,N-diisopropylethylamine), C(C(C)(C)C)(=O)Cl (pivaloyl chloride). The solvent is ClCCl (dichloromethane). Conditions: time 2 hour. Product: ClC1=CC=C(OC2CCN(CC2)C(=O)C2=NC=CC(=C2)CNC(C(C)(C)C)=O)C=C1 (N-((2-(4-(4-Chlorophenoxy)piperidine-1-carbonyl)pyridin-4-yl)methyl)pivalamide). The yield is 45.2%. As a reaction SMILES: [Cl:1][C:2]1[CH:31]=[CH:30][C:5]([O:6][CH:7]2[CH2:12][CH2:11][N:10]([C:13]([C:15]3[CH:20]=[C:19]([CH2:21][NH:22][C:23](=O)[O:24]C(C)(C)C)[CH:18]=[CH:17][N:16]=3)=[O:14])[CH2:9][CH2:8]2)=[CH:4][CH:3]=1.C(N(CC)C(C)C)(C)C.[C:41](Cl)(=O)[C:42](C)([CH3:44])[CH3:43].O>ClCCl>[Cl:1][C:2]1[CH:3]=[CH:4][C:5]([O:6][CH:7]2[CH2:12][CH2:11][N:10]([C:13]([C:15]3[CH:20]=[C:19]([CH2:21][NH:22][C:23](=[O:24])[C:42]([CH3:44])([CH3:43])[CH3:41])[CH:18]=[CH:17][N:16]=3)=[O:14])[CH2:9][CH2:8]2)=[CH:30][CH:31]=1. Procedure details: To a stirred solution of (4-(aminomethyl)pyridin-2-yl)(4-(4-chlorophenoxy)piperidin-1-yl)methanone (25 mg, 0.072 mmol. Example 321), N,N-diisopropylethylamine (0.038 mL, 0.22 mmol) in dichloromethane (1 mL) was added pivaloyl chloride (0.011 mL, 0.087 mmol) at room temperature. After stirring at room temperature for 2 hours, the mixture was poured into water (3 mL). This was extracted with ethyl acetate (4 mL) and washed with water (3 mL). The organic layer was dried over sodium sulfate, and con... RXN SMILES: [CH2:19]([N:20]=[C:21]=[N:22][CH2:23][CH2:24][CH2:25][N:26]([CH3:27])[CH3:28])[CH3:29].[CH2:1]([c:2]1[cH:3][cH:4][cH:5][cH:6][cH:7]1)[CH:8]1[CH:9]([C:11](=[O:12])[OH:13])[O:10]1.[CH2:35]([Cl:36])[Cl:37].[CH:14]1([NH2:17])[CH2:15][CH2:16]1.[Cl:38][c:39]1[cH:40][cH:41][cH:42][cH:43][cH:44]1.[ClH:18].[Na+:30].[OH:31][C:32](=[O:33])[O-:34]>>[CH2:1]([c:2]1[cH:3][cH:4][cH:5][cH:6][cH:7]1)[CH:8]1[CH:9]([C:11](=[O:13])[NH:17][CH:14]2[CH2:15][CH2:16]2)[O:10]1. Yields the product O=C(NC1CC1)C1OC1Cc1ccccc1. Reactants: CCN=C=NCCCN(C)C, O=C(O)C1OC1Cc1ccccc1, ClCCl, NC1CC1, Clc1ccccc1, Cl, [Na+], O=C([O-])O. The reactants are C(C)(C)(C)OC(=O)N[C@H](CN1[C@H](C(=O)O)CCC1)CSC(C1=CC=CC=C1)(C1=CC=CC=C1)C1=CC=CC=C1.ClC1=C(C(=O)N)C=CC=C1Cl (N-[2(R)-t-Butoxycarbonylamino-3-triphenylmethylmercaptopropyl]-L-proline 2,3-dichlorobenzamide), C(F)(F)(F)C(=O)O (CF3CO2H), C(C)[SiH](CC)CC (triethylsilane). Run in C(Cl)Cl (CH2Cl2). Reaction conditions: time 1 hour. The product is N[C@H](CN1[C@H](C(=O)O)CCC1)CS.ClC1=C(C(=O)N)C=CC=C1Cl (N-[2(R)-Amino-3-mercaptopropyl]-L-proline 2,3-dichlorobenzamide), hydrochloride salt. Reaction SMILES: C(OC([NH:8][C@@H:9]([CH2:19][S:20]C(C1C=CC=CC=1)(C1C=CC=CC=1)C1C=CC=CC=1)[CH2:10][N:11]1[CH2:18][CH2:17][CH2:16][C@H:12]1[C:13]([OH:15])=[O:14])=O)(C)(C)C.[Cl:40][C:41]1[C:49]([Cl:50])=[CH:48][CH:47]=[CH:46][C:42]=1[C:43]([NH2:45])=[O:44].C(C(O)=O)(F)(F)F.C([SiH](CC)CC)C>C(Cl)Cl>[NH2:8][C@@H:9]([CH2:19][SH:20])[CH2:10][N:11]1[CH2:18][CH2:17][CH2:16][C@H:12]1[C:13]([OH:15])=[O:14].[Cl:40][C:41]1[C:49]([Cl:50])=[CH:48][CH:47]=[CH:46][C:42]=1[C:43]([NH2:45])=[O:44] |f:0.1,5.6|. Procedure details: N-[2(R)-t-Butoxycarbonylamino-3-triphenylmethylmercaptopropyl]-L-proline-2,3-dichlorobenzamide (0.097 g, 0.14 mmol) was dissolved in CH2Cl2(3 mL), CF3CO2H (1 mL) at ambient temperature, treated with triethylsilane (0.088 mL, 0.55 mmol) and stirred for 1 h. The reaction mixture was triturated with 0.1% TFA in H2O, filtered, concentrated and chromatographed by RP-HPLC and lyophilized. The residue was dissolved in MeOH (1 mL), treated with concd HCl, concentrated and triturated with Et2O to provide... Reactants: C1(=C(C=CC=C1)NC(OC1CCN(CC1)CCN(C)C(CCCCCCO)=O)=O)C1=CC=CC=C1 (1-{2-[(7-Hydroxyheptanoyl)(methyl)amino]ethyl}piperidin-4-yl biphenyl-2-ylcarbamate), aldehyde, NC1=CC=C(C(=O)OC(C)(C)C)C=C1 (tert-butyl 4-aminobenzoate). Product: C1(=C(C=CC=C1)NC(=O)OC1CCN(CC1)CCN(C(CCCCCCNC1=CC=C(C(=O)OC(C)(C)C)C=C1)=O)C)C1=CC=CC=C1 (tert-Butyl 4-({7-[(2-{4-[(biphenyl-2-ylcarbamoyl)oxy]piperidin-1-yl}ethyl)(methyl)amino]-7-oxoheptyl}amino)benzoate). The yield is 51.5%. Reaction SMILES: [C:1]1([C:30]2[CH:35]=[CH:34][CH:33]=[CH:32][CH:31]=2)[CH:6]=[CH:5][CH:4]=[CH:3][C:2]=1[NH:7][C:8](=[O:29])[O:9][CH:10]1[CH2:15][CH2:14][N:13]([CH2:16][CH2:17][N:18]([C:20](=[O:28])[CH2:21][CH2:22][CH2:23][CH2:24][CH2:25][CH2:26]O)[CH3:19])[CH2:12][CH2:11]1.[NH2:36][C:37]1[CH:49]=[CH:48][C:40]([C:41]([O:43][C:44]([CH3:47])([CH3:46])[CH3:45])=[O:42])=[CH:39][CH:38]=1>>[C:1]1([C:30]2[CH:31]=[CH:32][CH:33]=[CH:34][CH:35]=2)[CH:6]=[CH:5][CH:4]=[CH:3][C:2]=1[NH:7][C:8]([O:9][CH:10]1[CH2:15][CH2:14][N:13]([CH2:16][CH2:17][N:18]([CH3:19])[C:20](=[O:28])[CH2:21][CH2:22][CH2:23][CH2:24][CH2:25][CH2:26][NH:36][C:37]2[CH:49]=[CH:48][C:40]([C:41]([O:43][C:44]([CH3:45])([CH3:46])[CH3:47])=[O:42])=[CH:39][CH:38]=2)[CH2:12][CH2:11]1)=[O:29]. Reported procedure: The compound (94 mg, 0.195 mmol) obtained in Example 39b was used to give a crude aldehyde compound according to the method described in Example 4g. The resulting crude aldehyde compound and tert-butyl 4-aminobenzoate (62 mg, 0.293 mmol) were used to give the title compound (66 mg; yield, 52%) as a white solid according to the method described in Example 18b. Reactants: COc1ccc(C(=O)c2ccccc2F)c(O)c1Cl, Cl, NO, c1ccncc1. Yields the product COc1ccc(C(=NO)c2ccccc2F)c(O)c1Cl. As a reaction SMILES: [Cl:1][c:2]1[c:3]([OH:19])[c:4]([C:5](=[O:6])[c:7]2[c:8]([F:13])[cH:9][cH:10][cH:11][cH:12]2)[cH:14][cH:15][c:16]1[O:17][CH3:18].[ClH:20].[NH2:21][OH:22].[cH:23]1[cH:24][cH:25][n:26][cH:27][cH:28]1>>[Cl:1][c:2]1[c:3]([OH:19])[c:4]([C:5]([c:7]2[c:8]([F:13])[cH:9][cH:10][cH:11][cH:12]2)=[N:21][OH:22])[cH:14][cH:15][c:16]1[O:17][CH3:18].